This data is from the Open Reaction Database (ORD), a public repository of structured organic reaction records. The task is: describe an organic reaction: reactants, conditions, products, and yield Reactants: N1C=NC=C1 (Imidazole), [Si](C1=CC=CC=C1)(C1=CC=CC=C1)(C(C)(C)C)Cl (tert-butyldiphenylsilyl chloride), OC[C@@H](C(=O)OC)C (Methyl (S)-(±)-3-hydroxy-2-methylpropionate). Run in ClCCl (dichloromethane), ClCCl (dichloromethane). Run at time 3 hour. Yields the product C(C)(C)(C)[Si](OC[C@@H](C(=O)OC)C)(C1=CC=CC=C1)C1=CC=CC=C1 (methyl (S)-3-(tert-butyl-diphenyl-silanyloxy)-2-methyl-propionate). Reaction SMILES: [OH:1][CH2:2][C@H:3]([CH3:8])[C:4]([O:6][CH3:7])=[O:5].N1C=CN=C1.[Si:14](Cl)([C:27]([CH3:30])([CH3:29])[CH3:28])([C:21]1[CH:26]=[CH:25][CH:24]=[CH:23][CH:22]=1)[C:15]1[CH:20]=[CH:19][CH:18]=[CH:17][CH:16]=1>ClCCl>[C:27]([Si:14]([C:21]1[CH:26]=[CH:25][CH:24]=[CH:23][CH:22]=1)([C:15]1[CH:16]=[CH:17][CH:18]=[CH:19][CH:20]=1)[O:1][CH2:2][C@H:3]([CH3:8])[C:4]([O:6][CH3:7])=[O:5])([CH3:30])([CH3:28])[CH3:29]. Reported procedure: Methyl (S)-(±)-3-hydroxy-2-methylpropionate (1.06 g, 8.99 mmol) (Aldrich) was dissolved in dichloromethane (10 mL, dried over molecular sieves). Imidazole (0.85 g, 12.41 mmol) (Aldrich) and tert-butyldiphenylsilyl chloride (2.30 mL, 8.85 mmol) (Aldrich) were added and the mixture was stirred at ambient temperature for three hours. The reaction was diluted with additional dichloromethane, washed with water and brine, dried over anhydrous sodium sulfate and concentrated to yield methyl (S)-3-(tert... Reactants: P(=O)(Cl)(Cl)Cl (Phosphorus oxychloride), C([O-])([O-])=O.[Na+].[Na+] (sodium carbonate), N1(CCCCC1)S(=O)(=O)C=1C=C(C=CC1)CO ([3-(piperidin-1-ylsulfonyl)phenyl]methanol). The solvent is CN(C)C=O (DMF), CN(C)C=O (DMF). Conditions: temperature 80 celsius, time 30 minute. Product: ClCC=1C=C(C=CC1)S(=O)(=O)N1CCCCC1 (1-{[3-(chloromethyl)phenyl]sulfonyl}piperidine). Isolated yield 59.0%. Reaction SMILES: P(Cl)(Cl)([Cl:3])=O.[N:6]1([S:12]([C:15]2[CH:16]=[C:17]([CH2:21]O)[CH:18]=[CH:19][CH:20]=2)(=[O:14])=[O:13])[CH2:11][CH2:10][CH2:9][CH2:8][CH2:7]1.C(=O)([O-])[O-].[Na+].[Na+]>CN(C=O)C>[Cl:3][CH2:21][C:17]1[CH:16]=[C:15]([S:12]([N:6]2[CH2:11][CH2:10][CH2:9][CH2:8][CH2:7]2)(=[O:14])=[O:13])[CH:20]=[CH:19][CH:18]=1 |f:2.3.4|. Procedure details: Phosphorus oxychloride (1.00 mL) was added to DMF (5.0 mL), and stirred at 80° C. for 30 minutes. A solution prepared by dissolving [3-(piperidin-1-ylsulfonyl)phenyl]methanol (2.00 g) obtained in Reference Example 21 in DMF (5.0 mL) was added to it, and stirred at 80° C. for 30 minutes. At 0° C., aqueous saturated sodium carbonate solution was added thereto, and extracted with ethyl acetate. The organic layer was washed with water and saturated brine in that order, and dried with sodium sulfate....